This data is from the Open Reaction Database (ORD), a public repository of structured organic reaction records. The task is: describe an organic reaction: reactants, conditions, products, and yield Starting materials: COC1=CC=C(C=C1)O (4-methoxyphenol), COC1=C(C=O)C=C(C=C1)OC (2,5-dimethoxybenzaldehyde), Example 1 ( a ). The product is OC1=C(C=O)C=C(C=C1)OC (2-Hydroxy-5-Methoxybenzaldehyde). Isolated yield 82.0%. As a reaction SMILES: COC1C=CC(O)=CC=1.C[O:11][C:12]1[CH:19]=[CH:18][C:17]([O:20][CH3:21])=[CH:16][C:13]=1[CH:14]=[O:15]>>[OH:11][C:12]1[CH:19]=[CH:18][C:17]([O:20][CH3:21])=[CH:16][C:13]=1[CH:14]=[O:15]. Procedure: The oil from Example 1 was distilled at 10 mm through a 6-inch Vigreaux column. A light yellow fraction boiling at 124-129° C. was collected. The liquid chromatograph area percentage was 95% and the liquid chromatographic weight percentage was 90%. The overall assay yield based on the starting 4-methoxyphenol was 70%. The distilled oil was then converted to 2,5-dimethoxybenzaldehyde via the procedure in Comparative Example 1 (a). An 82% yield of light yellow crystals having a liquid chromatograp...